This data is from the Open Reaction Database (ORD), a public repository of structured organic reaction records. The task is: describe an organic reaction: reactants, conditions, products, and yield Starting materials: COc1ccccc1N, ClC(Cl)Cl, Nc1cccc(Cl)c1C(=O)O, c1ccccc1. The product is COc1ccccc1NC(=O)c1c(N)cccc1Cl. Reaction SMILES: [CH3:12][O:13][c:14]1[c:15]([NH2:20])[cH:16][cH:17][cH:18][cH:19]1.[Cl:27][CH:28]([Cl:29])[Cl:30].[NH2:1][c:2]1[c:3]([C:4](=[O:5])[OH:6])[c:7]([Cl:11])[cH:8][cH:9][cH:10]1.[cH:21]1[cH:22][cH:23][cH:24][cH:25][cH:26]1>>[NH2:1][c:2]1[c:3]([C:4](=[O:6])[NH:20][c:15]2[c:14]([O:13][CH3:12])[cH:19][cH:18][cH:17][cH:16]2)[c:7]([Cl:11])[cH:8][cH:9][cH:10]1. The reactants are 110.5, ClC(=O)OC (methyl chloroformate), 121.0, Cl.COC(N)=N (O-methylisourea hydrochloride), [OH-].[Na+] (NaOH), 175.3, [OH-].[Na+] (NaOH). Solvent: O (water). Yields the product NC(=NC(OC)=O)OC (methyl N-[(amino) (methoxy)methylene]carbamate). The yield is 92.2%. Reaction SMILES: Cl.[CH3:2][O:3][C:4](=[NH:6])[NH2:5].[OH-].[Na+].Cl[C:10]([O:12][CH3:13])=[O:11]>O>[NH2:6][C:4]([O:3][CH3:2])=[N:5][C:10](=[O:11])[O:12][CH3:13] |f:0.1,2.3|. Procedure details: A solution of 110.5 parts of O-methylisourea hydrochloride in 475 parts of water is adjusted with 8.9 parts of 50% NaOH solution to pH 6. After raising the pH to 9, 114.5 parts of methyl chloroformate is added, while maintaining the pH at 9 by the simultaneous addition of 175.3 parts of 50% NaOH solution. The resulting reaction mass is then extracted 5 times with 134 parts methylene chloride, and the combined extracts are then dried by removing the dissolved water by azeotropic distillation. The... Reactants: C(#N)C1(CC1)NC(=O)[C@H]1[C@@H](C[C@@H](C1)S(=O)(=O)C1=CC(=CC=C1)Br)C(=O)N1CC(CC1)(F)F ((1R,2R,4R)-4-(3-Bromo-benzenesulfonyl)-2-(3,3-difluoro-pyrrolidine-1-carbonyl)-cyclopentanecarboxylic acid (1-cyano-cyclopropyl)-amide), CB(O)O (methylboronic acid), solid. Yields the product C(#N)C1(CC1)NC(=O)[C@H]1[C@@H](C[C@@H](C1)S(=O)(=O)C=1C=C(C=CC1)C)C(=O)N1CC(CC1)(F)F ((1R,2R,4R)-2-(3,3-Difluoro-pyrrolidine-1-carbonyl)-4-(toluene-3-sulfonyl)-cyclopentanecarboxylic acid (1-cyano-cyclopropyl)-amide). Reaction SMILES: [C:1]([C:3]1([NH:6][C:7]([C@@H:9]2[CH2:13][C@@H:12]([S:14]([C:17]3[CH:22]=[CH:21][CH:20]=[C:19](Br)[CH:18]=3)(=[O:16])=[O:15])[CH2:11][C@H:10]2[C:24]([N:26]2[CH2:30][CH2:29][C:28]([F:32])([F:31])[CH2:27]2)=[O:25])=[O:8])[CH2:5][CH2:4]1)#[N:2].[CH3:33]B(O)O>>[C:1]([C:3]1([NH:6][C:7]([C@@H:9]2[CH2:13][C@@H:12]([S:14]([C:17]3[CH:18]=[C:19]([CH3:33])[CH:20]=[CH:21][CH:22]=3)(=[O:16])=[O:15])[CH2:11][C@H:10]2[C:24]([N:26]2[CH2:30][CH2:29][C:28]([F:32])([F:31])[CH2:27]2)=[O:25])=[O:8])[CH2:5][CH2:4]1)#[N:2]. Reported procedure: The title compound was prepared in analogy to example 196 using (1R,2R,4R)-4-(3-Bromo-benzenesulfonyl)-2-(3,3-difluoro-pyrrolidine-1-carbonyl)-cyclopentanecarboxylic acid (1-cyano-cyclopropyl)-amide (Example 188 step 4) and methylboronic acid. White solid (10%). MS (EI): 466.2 (M+H)+.